From a dataset of the Open Reaction Database (ORD), a public repository of structured organic reaction records. describe an organic reaction: reactants, conditions, products, and yield The reactants are COC(=O)NC=1N=C2N(C=C(C=C2)SC2=CC=C(C=C2)OC(C)=O)C1 (2-(methoxycarbonylamino) 6-(p-acetoxyphenylthio) imidazo [1,2-a] pyridine), cuprous cyanide, diazonium tetrafluoroborate, [C-]#N.[Na+] (sodium cyanide), CS(=O)C (dimethyl sulfoxide), CS(=O)([O-])C (dimethyl sulfinate). The solvent is O (water). Conditions: time 1 hour. The product is C(#N)C1=CC=C(C=C1)SC=1C=CC=2N(C1)C=C(N2)NC(=O)OC (6-(p-cyanophenylthio)-2-(methoxycarbonylamino) imidazo [1,2-a] pyridine). Reaction SMILES: [C-:1]#[N:2].[Na+].CS(C)=O.[CH3:8][O:9][C:10]([NH:12][C:13]1[N:14]=[C:15]2[CH:20]=[CH:19][C:18]([S:21][C:22]3[CH:27]=[CH:26][C:25](OC(=O)C)=[CH:24][CH:23]=3)=[CH:17][N:16]2[CH:32]=1)=[O:11].CS(C)([O-])=O>O>[C:1]([C:25]1[CH:24]=[CH:23][C:22]([S:21][C:18]2[CH:19]=[CH:20][C:15]3[N:16]([CH:32]=[C:13]([NH:12][C:10]([O:9][CH3:8])=[O:11])[N:14]=3)[CH:17]=2)=[CH:27][CH:26]=1)#[N:2] |f:0.1|. Procedure: A solution of 3.7 g. of cuprous cyanide and 2.6 g. of finely powdered sodium cyanide in 20 ml. of dimethyl sulfoxide is treated dropwise with a solution of 4.12 g. (.01 mole) of the diazonium tetrafluoroborate salt of 6-(aminophenylthio)-2-(methoxycarbonylamino) imidazo [1,2-a] pyridine obtained in Example 15 in 10 ml. of dimethyl sulfinate. An exotherm is observed and external cooling is necessary. The reaction mixture is stirred at room temperature for 1 hour, diluted with water and the solids... Reactants: OB(O)c1cncc(Br)c1, O=C([O-])[O-], COCCOC, CCO, CN(C)Cc1ccc(I)nc1, [Na+], [Na+], c1ccc(P(c2ccccc2)(c2ccccc2)[Pd](P(c2ccccc2)(c2ccccc2)c2ccccc2)(P(c2ccccc2)(c2ccccc2)c2ccccc2)P(c2ccccc2)(c2ccccc2)c2ccccc2)cc1. Yields the product CN(C)Cc1ccc(-c2cncc(Br)c2)nc1. RXN SMILES: [Br:12][c:13]1[cH:14][c:15]([B:19]([OH:20])[OH:21])[cH:16][n:17][cH:18]1.[C:22](=[O:23])([O-:24])[O-:25].[CH3:28][O:29][CH2:30][CH2:31][O:32][CH3:33].[CH3:34][CH2:35][OH:36].[I:1][c:2]1[cH:3][cH:4][c:5]([CH2:8][N:9]([CH3:10])[CH3:11])[cH:6][n:7]1.[Na+:26].[Na+:27].[cH:37]1[cH:38][cH:39][c:40]([P:41]([Pd:42]([P:43]([c:44]2[cH:45][cH:46][cH:47][cH:48][cH:49]2)([c:50]2[cH:51][cH:52][cH:53][cH:54][cH:55]2)[c:56]2[cH:57][cH:58][cH:59][cH:60][cH:61]2)([P:62]([c:63]2[cH:64][cH:65][cH:66][cH:67][cH:68]2)([c:69]2[cH:70][cH:71][cH:72][cH:73][cH:74]2)[c:75]2[cH:76][cH:77][cH:78][cH:79][cH:80]2)[P:81]([c:82]2[cH:83][cH:84][cH:85][cH:86][cH:87]2)([c:88]2[cH:89][cH:90][cH:91][cH:92][cH:93]2)[c:94]2[cH:95][cH:96][cH:97][cH:98][cH:99]2)([c:100]2[cH:101][cH:102][cH:103][cH:104][cH:105]2)[c:106]2[cH:107][cH:108][cH:109][cH:110][cH:111]2)[cH:112][cH:113]1>>[c:2]1(-[c:15]2[cH:14][c:13]([Br:12])[cH:18][n:17][cH:16]2)[cH:3][cH:4][c:5]([CH2:8][N:9]([CH3:10])[CH3:11])[cH:6][n:7]1. The reactants are CN1N=C(C=C1)NC(=O)C1=CC2=C(CC(O2)(C)C)C(=C1)OC1=CC(=C(C=C1)C(NO)=N)F (4-[3-fluoro-4-(N-hydroxycarbamimidoyl)-phenoxy]-2,2-dimethyl-2,3-dihydro-benzofuran-6-carboxylic acid (1-methyl-1H-pyrazol-3-yl)-amide), CN1N=C(C=C1)NC(=O)C1=CC2=C(CC(O2)(C)C)C(=C1)OC1=CC=C(C=C1)C#N (4-(4-cyano-phenoxy)-2,2-dimethyl-2,3-dihydro-benzofuran-6-carboxylic acid (1-methyl-1H-pyrazol-3-yl)-amide). The product is CN1N=C(C=C1)NC(=O)C1=CC2=C(CC(O2)(C)C)C(=C1)OC1=CC=C(C=C1)C(NO)=N (4-[4-(N-Hydroxycarbamimidoyl)-phenoxy]-2,2-dimethyl-2,3-dihydro-benzofuran-6-carboxylic acid (1-methyl-1H-pyrazol-3-yl)-amide). Reaction SMILES: [CH3:1][N:2]1[CH:6]=[CH:5][C:4]([NH:7][C:8]([C:10]2[CH:20]=[C:19]([O:21][C:22]3[CH:27]=[CH:26][C:25]([C:28](=[NH:31])[NH:29][OH:30])=[C:24](F)[CH:23]=3)[C:13]3[CH2:14][C:15]([CH3:18])([CH3:17])[O:16][C:12]=3[CH:11]=2)=[O:9])=[N:3]1.CN1C=CC(NC(C2C=C(OC3C=CC(C#N)=CC=3)C3CC(C)(C)OC=3C=2)=O)=N1>>[CH3:1][N:2]1[CH:6]=[CH:5][C:4]([NH:7][C:8]([C:10]2[CH:20]=[C:19]([O:21][C:22]3[CH:27]=[CH:26][C:25]([C:28](=[NH:31])[NH:29][OH:30])=[CH:24][CH:23]=3)[C:13]3[CH2:14][C:15]([CH3:18])([CH3:17])[O:16][C:12]=3[CH:11]=2)=[O:9])=[N:3]1. Procedure: The title compound was prepared in a similar manner as described for Intermediate 185a, from 4-(4-cyano-phenoxy)-2,2-dimethyl-2,3-dihydro-benzofuran-6-carboxylic acid (1-methyl-1H-pyrazol-3-yl)-amide (187b) (212 mg, 0.321 mmol) and used without further purification for the next step. The reactants are CCOC(=O)CP(=O)(OCC)OCC, CCO, Cc1ccccc1, CC[O-], [Na+], O=C1CCC2(CC1)OCCO2, O. Product: CCOC(=O)C=C1CCC2(CC1)OCCO2. RXN SMILES: [CH2:12]([O:13][P:14]([O:15][CH2:16][CH3:17])(=[O:18])[CH2:20][C:21](=[O:22])[O:23][CH2:24][CH3:25])[CH3:19].[CH2:33]([OH:34])[CH3:35].[CH3:26][c:27]1[cH:28][cH:29][cH:30][cH:31][cH:32]1.[CH3:36][CH2:37][O-:38].[Na+:39].[O:1]1[CH2:2][CH2:3][O:4][C:5]12[CH2:6][CH2:7][C:8](=[O:11])[CH2:9][CH2:10]2.[OH2:40]>>[O:1]1[CH2:2][CH2:3][O:4][C:5]12[CH2:6][CH2:7][C:8](=[CH:20][C:21](=[O:22])[O:23][CH2:24][CH3:25])[CH2:9][CH2:10]2. Starting materials: CO, O=c1c(Cl)c(Oc2ccccc2)cnn1C1CCCCO1, Cl, O. Product: O=c1[nH]ncc(Oc2ccccc2)c1Cl. As a reaction SMILES: [CH3:23][OH:24].[Cl:1][c:2]1[c:3](=[O:21])[n:4]([CH:15]2[CH2:16][CH2:17][CH2:18][CH2:19][O:20]2)[n:5][cH:6][c:7]1[O:8][c:9]1[cH:10][cH:11][cH:12][cH:13][cH:14]1.[ClH:22].[OH2:25]>>[Cl:1][c:2]1[c:3](=[O:21])[nH:4][n:5][cH:6][c:7]1[O:8][c:9]1[cH:10][cH:11][cH:12][cH:13][cH:14]1. The reactants are CCCCCCCCCCCCCCCCNc1ccc(C(=O)OC)cc1, NN, OCCOCCO. RXN SMILES: [CH2:1]([CH2:2][CH2:3][CH2:4][CH2:5][CH2:6][CH2:7][CH2:8][CH2:9][CH2:10][CH2:11][CH2:12][CH2:13][CH2:14][CH2:15][CH3:16])[NH:17][c:18]1[cH:19][cH:20][c:21]([C:22](=[O:23])[O:24][CH3:25])[cH:26][cH:27]1.[NH2:28][NH2:29].[OH:30][CH2:31][CH2:32][O:33][CH2:34][CH2:35][OH:36]>>[CH2:1]([CH2:2][CH2:3][CH2:4][CH2:5][CH2:6][CH2:7][CH2:8][CH2:9][CH2:10][CH2:11][CH2:12][CH2:13][CH2:14][CH2:15][CH3:16])[NH:17][c:18]1[cH:19][cH:20][c:21]([C:22](=[O:23])[NH:28][NH2:29])[cH:26][cH:27]1. The product is CCCCCCCCCCCCCCCCNc1ccc(C(=O)NN)cc1.